This data is from the Open Reaction Database (ORD), a public repository of structured organic reaction records. The task is: describe an organic reaction: reactants, conditions, products, and yield Reactants: FC(C(=O)O)(F)F.NCCC1=CC=CC(=N1)C=1SC2=C(C(N1)=O)C=CC=C2 (2-[6-(2-aminoethyl)-2-pyridyl]-4H-1,3-benzothiazine-4-one trifluoroacetic acid salt), C([O-])([O-])=O.[K+].[K+] (potassium carbonate), C(C)N(C(=O)Cl)CC (N,N-diethylcarbamoyl chloride). Solvent: C(C)#N (acetonitrile). Run at time 20 minute. Product: C(C)N(C(=O)NCCC1=NC(=CC=C1)C=1SC2=C(C(N1)=O)C=CC=C2)CC (N,N-Diethyl-N′-[2-[6-(4-oxo-4H-1,3-benzothiazin-2-yl)-2-pyridyl]ethyl]urea). The yield is 31.4%. As a reaction SMILES: FC(F)(F)C(O)=O.[NH2:8][CH2:9][CH2:10][C:11]1[N:16]=[C:15]([C:17]2[S:18][C:19]3[CH:27]=[CH:26][CH:25]=[CH:24][C:20]=3[C:21](=[O:23])[N:22]=2)[CH:14]=[CH:13][CH:12]=1.C(=O)([O-])[O-].[K+].[K+].[CH2:34]([N:36]([CH2:40][CH3:41])[C:37](Cl)=[O:38])[CH3:35]>C(#N)C>[CH2:34]([N:36]([CH2:40][CH3:41])[C:37]([NH:8][CH2:9][CH2:10][C:11]1[CH:12]=[CH:13][CH:14]=[C:15]([C:17]2[S:18][C:19]3[CH:27]=[CH:26][CH:25]=[CH:24][C:20]=3[C:21](=[O:23])[N:22]=2)[N:16]=1)=[O:38])[CH3:35] |f:0.1,2.3.4|. Reported procedure: A mixture of 2-[6-(2-aminoethyl)-2-pyridyl]-4H-1,3-benzothiazine-4-one trifluoroacetic acid salt (0.40 g, 1.0 mmol), potassium carbonate (0.41 g, 3.0 mmol) and acetonitrile (20 ml) was stirred at room temperature for 20 minutes. Successively N,N-diethylcarbamoyl chloride (0.54 g, 4.0 mmol) was added to the mixture, and the mixture was stirred at room temperature for 4 hrs. The precipitates were filtered, and the filtrate was concentrated. The residue was subjected to a silica gel column chromato...